From a dataset of the Open Reaction Database (ORD), a public repository of structured organic reaction records. describe an organic reaction: reactants, conditions, products, and yield The reactants are BrCc1ccc(Br)cc1, C1CCOC1, Cc1ccoc1C. The product is Cc1cc(Cc2ccc(Br)cc2)oc1C. Reaction SMILES: [Br:8][c:9]1[cH:10][cH:11][c:12]([CH2:13][Br:14])[cH:15][cH:16]1.[CH2:17]1[O:18][CH2:19][CH2:20][CH2:21]1.[CH3:1][c:2]1[o:3][cH:4][cH:5][c:6]1[CH3:7]>>[CH3:1][c:2]1[o:3][c:4]([CH2:13][c:12]2[cH:11][cH:10][c:9]([Br:8])[cH:16][cH:15]2)[cH:5][c:6]1[CH3:7]. Reactants: Cc1ccccc1, COc1ccccc1OCCCC(=O)O. Product: COc1cccc2c1OCCCC2=O. RXN SMILES: [CH3:16][c:17]1[cH:18][cH:19][cH:20][cH:21][cH:22]1.[CH3:1][O:2][c:3]1[c:4]([O:5][CH2:6][CH2:7][CH2:8][C:9](=[O:10])[OH:11])[cH:12][cH:13][cH:14][cH:15]1>>[CH3:1][O:2][c:3]1[c:4]2[c:12]([cH:13][cH:14][cH:15]1)[C:9](=[O:11])[CH2:8][CH2:7][CH2:6][O:5]2. Starting materials: COC(=CC1=CC=C(C=C1)OC(C)=O)N=C=O (p-(2-methoxy-carbonylaminovinyl)-acetoxybenzene), C[O-].[Na+] (sodium methoxide). The solvent is CO (methanol), CO (methanol). Reaction conditions: temperature 50 celsius. The product is COC(=CC1=CC=C(C=C1)O)N=C=O (p-(2-methoxy-carbonylaminovinyl)-phenol). RXN SMILES: [CH3:1][O:2][C:3]([N:15]=[C:16]=[O:17])=[CH:4][C:5]1[CH:10]=[CH:9][C:8]([O:11]C(=O)C)=[CH:7][CH:6]=1.C[O-].[Na+]>CO>[CH3:1][O:2][C:3]([N:15]=[C:16]=[O:17])=[CH:4][C:5]1[CH:10]=[CH:9][C:8]([OH:11])=[CH:7][CH:6]=1 |f:1.2|. Reported procedure: A suspension of 23.5 g (0.1 mol) of p-(2-methoxy-carbonylaminovinyl)-acetoxybenzene in 300 ml of absolute methanol, which is mixed with a solution of 5.4 g of sodium methoxide in 30 ml of methanol, is warmed to 50° C for 15 minutes. Thereafter the mixture is evaporated to dryness under reduced pressure. The resulting crude sodium salt of [2-methoxy-carbonylaminovinyl]-phenol is dissolved in 100 ml of water, 50 ml of 2 N hydrochloric acid are added to the solution and the phenol which has separat... The reactants are BrC=1C=C2C(=CC=3N(C2=CC1)C(=NN3)C)C3=CC=CC=C3 (7-bromo-1-methyl-5-phenyl-s-triazolo[4,3-a]quinoline), I(=O)(=O)(=O)[O-].[Na+] (sodium periodate). Reagents/catalysts: [Ru](=O)=O (ruthenium dioxide). The product is BrC=1C=CC(=C(C(=O)C2=CC=CC=C2)C1)N1C(=NN=C1)C (5-bromo-2-(3-methyl-4H-1,2,4-triazol-4-yl)benzophenone). Reaction SMILES: [Br:1][C:2]1[CH:3]=[C:4]2[C:9](=[CH:10][CH:11]=1)[N:8]1[C:12](C)=[N:13][N:14]=[C:7]1[CH:6]=[C:5]2[C:16]1[CH:21]=[CH:20][CH:19]=[CH:18][CH:17]=1.I([O-])(=O)(=O)=[O:23].[Na+]>[Ru](=O)=O>[Br:1][C:2]1[CH:11]=[CH:10][C:9]([N:8]2[CH:12]=[N:13][N:14]=[C:7]2[CH3:6])=[C:4]([CH:3]=1)[C:5]([C:16]1[CH:21]=[CH:20][CH:19]=[CH:18][CH:17]=1)=[O:23] |f:1.2|. Procedure details: In the manner given in Example 3, 7-bromo-1-methyl-5-phenyl-s-triazolo[4,3-a]quinoline is oxidized at low temperature with sodium periodate and ruthenium dioxide to give 5-bromo-2-(3-methyl-4H-1,2,4-triazol-4-yl)benzophenone. Reactants: ClC1=NN(C(=C1)C1=CC=C(C=C1)S(=O)(=O)C)C1=CC(=C(C=C1)[N+](=O)[O-])OC (3-chloro-1-(3-methoxy-4-nitrophenyl)-5-[4-(methylsulfonyl)phenyl]pyrazole), O.NN (hydrazine monohydrate), ferric chloride. Run in C(C)O (ethanol), O1CCCC1 (tetrahydrofuran). Product: NC1=C(C=C(C=C1)N1N=C(C=C1C1=CC=C(C=C1)S(=O)(=O)C)Cl)OC (1-(4-amino-3-methoxyphenyl)-3-chloro-5-[4-(methylsulfonyl)phenyl]pyrazole). Isolated yield 98.3%. RXN SMILES: [Cl:1][C:2]1[CH:6]=[C:5]([C:7]2[CH:12]=[CH:11][C:10]([S:13]([CH3:16])(=[O:15])=[O:14])=[CH:9][CH:8]=2)[N:4]([C:17]2[CH:22]=[CH:21][C:20]([N+:23]([O-])=O)=[C:19]([O:26][CH3:27])[CH:18]=2)[N:3]=1.O.NN>C(O)C.O1CCCC1>[NH2:23][C:20]1[CH:21]=[CH:22][C:17]([N:4]2[C:5]([C:7]3[CH:8]=[CH:9][C:10]([S:13]([CH3:16])(=[O:14])=[O:15])=[CH:11][CH:12]=3)=[CH:6][C:2]([Cl:1])=[N:3]2)=[CH:18][C:19]=1[O:26][CH3:27] |f:1.2|. Reported procedure: To a solution of 3-chloro-1-(3-methoxy-4-nitrophenyl)-5-[4-(methylsulfonyl)phenyl]pyrazole (900 mg) in ethanol (30 ml) and tetrahydrofuran (30 ml) were added active carbon (3 g), hydrazine monohydrate (2 ml) and ferric chloride (50 mg). The mixture was refluxed for 2 hours, and filtered. The filtrate was evaporated in vacuo and partitioned between water and dichloromethane. The organic layer was dried over magnesium sulfate and filtered. The filtrate was evaporated in vacuo to give 1-(4-amino-3-... Starting materials: C(C)OC(=O)C1=C(NC=C1C)CCNC[C@H](CN1CCOCC1)O ((R)-2-[2-(2-hydroxy-3-morpholin-4-yl-propylamino)-ethyl]-4-methyl-1H-pyrrole-3-carboxylic acid ethyl ester), O.[OH-].[Li+] (lithium hydroxide monohydrate). Isolated yield 33537.8%. Yields the product O[C@H](CN1C(C2=C(CC1)NC=C2C)=O)CN2CCOCC2 ((S)-5-(2-hydroxy-3-morpholin-4-yl-propyl)-3-methyl-1,5,6,7-tetrahydro-pyrrolo[3,2-c]pyridin-4-one). Procedure: (R)-2-[2-(2-Hydroxy-3-morpholin-4-yl-propylamino)-ethyl]-4-methyl-1H-pyrrole-3-carboxylic acid ethyl ester 5d (2.1 g, 6.2 mmol) and lithium hydroxide monohydrate (1.56 g, 37 mmol) were dissolved in 25 mL of glycol under stirring under an argon atmosphere. The reaction system was stirred at 140° C. in an oil bath for 50 minutes. The reaction was completed until TLC showed the disappearance of starting materials. After thin lay chromatography showed the starting material disappeared, the solvent w... Reaction SMILES: C([O:3][C:4]([C:6]1[C:10]([CH3:11])=[CH:9][NH:8][C:7]=1[CH2:12][CH2:13][NH:14][CH2:15][C@@H:16]([OH:24])[CH2:17][N:18]1[CH2:23][CH2:22][O:21][CH2:20][CH2:19]1)=O)C.O.[OH-].[Li+]>>[OH:24][C@@H:16]([CH2:17][N:18]1[CH2:23][CH2:22][O:21][CH2:20][CH2:19]1)[CH2:15][N:14]1[CH2:13][CH2:12][C:7]2[NH:8][CH:9]=[C:10]([CH3:11])[C:6]=2[C:4]1=[O:3] |f:1.2.3|. Run in glycol. Starting materials: ClC1=NC(=C(C(=C1[N+](=O)[O-])NCCCC(=O)OCC)C)C (Ethyl 4-[(2-chloro-5,6-dimethyl-3-nitropyridin-4-yl)amino]butyrate), [N-]=[N+]=[N-].[Na+] (sodium azide), O.O.O.O.O.O.O.[Cl-].[Ce+3].[Cl-].[Cl-] (cerium chloride heptahydrate), C(C)#N (acetonitrile). Solvent: O (water). Yields the product CC1=C(C(=C(C=2N1N=NN2)[N+](=O)[O-])NCCCC(=O)OCC)C (ethyl 4-[(5,6-dimethyl-8-nitrotetrazolo[1,5-a]pyridin-7-yl)amino]butyrate). Yield: 72.3%. RXN SMILES: Cl[C:2]1[C:7]([N+:8]([O-:10])=[O:9])=[C:6]([NH:11][CH2:12][CH2:13][CH2:14][C:15]([O:17][CH2:18][CH3:19])=[O:16])[C:5]([CH3:20])=[C:4]([CH3:21])[N:3]=1.[N-:22]=[N+:23]=[N-:24].[Na+].O.O.O.O.O.O.O.[Cl-].[Ce+3].[Cl-].[Cl-].C(#N)C>O>[CH3:21][C:4]1[N:3]2[N:22]=[N:23][N:24]=[C:2]2[C:7]([N+:8]([O-:10])=[O:9])=[C:6]([NH:11][CH2:12][CH2:13][CH2:14][C:15]([O:17][CH2:18][CH3:19])=[O:16])[C:5]=1[CH3:20] |f:1.2,3.4.5.6.7.8.9.10.11.12.13|. Procedure: Ethyl 4-[(2-chloro-5,6-dimethyl-3-nitropyridin-4-yl)amino]butyrate (86.2 g, 0.276 mol), sodium azide (35.49 g, 0.552 mol), and cerium chloride heptahydrate (50.86 g, 0.138 mol) were triturated in a 9:1 mixture of acetonitrile:water (1012 mL). The reaction mixture was stirred and heated to reflux for 18 hours. The reaction was filtered and the yellow filtrate was concentrated under reduced pressure to yield 90.94 g of crude product. The material was triturated at 95° C. with 360 mL ethyl acetate ...